From a dataset of the Open Reaction Database (ORD), a public repository of structured organic reaction records. describe an organic reaction: reactants, conditions, products, and yield Reactants: C(#C)C1=C2C=NNC(C2=CC=C1OC)=O (5-ethynyl-6-methoxy-2H-phthalazin-1-one), Cl.BrC1=CC=NC=C1 (4-bromopyridine hydrochloride), bis(triphenylphosphine)PdCl2. Reagents/catalysts: [Cu]I (CuI). Run in C(C)NCC (diethylamine), O (water). Conditions: temperature 75 celsius. The product is COC=1C(=C2C=NNC(C2=CC1)=O)C#CC1=CC=NC=C1 (6-methoxy-5-pyridin-4-ylethynyl-2H-phthalazin-1-one). Isolated yield 86.0%. As a reaction SMILES: [C:1]([C:3]1[C:12]([O:13][CH3:14])=[CH:11][CH:10]=[C:9]2[C:4]=1[CH:5]=[N:6][NH:7][C:8]2=[O:15])#[CH:2].Cl.Br[C:18]1[CH:23]=[CH:22][N:21]=[CH:20][CH:19]=1>C(NCC)C.O.[Cu]I>[CH3:14][O:13][C:12]1[C:3]([C:1]#[C:2][C:18]2[CH:23]=[CH:22][N:21]=[CH:20][CH:19]=2)=[C:4]2[C:9](=[CH:10][CH:11]=1)[C:8](=[O:15])[NH:7][N:6]=[CH:5]2 |f:1.2|. Reported procedure: A suspension of 5-ethynyl-6-methoxy-2H-phthalazin-1-one (1.9 g, 9.49 mmoles), prepared as described in example 140, 4-bromopyridine hydrochloride (2.214 g, 11.39 mmoles), bis(triphenylphosphine)PdCl2 (133 mg, 0.1998 mmole) and CuI (36 mg, 0.1898 mmole) in diethylamine (40 ml) was heated at 75° C. for 1 hour, cooled, diluted with water (40 ml) and the solid was filtered after 30 minutes under stirring. The solid was suspended in acetone, stirred for 15 minutes, filtered again and dried in oven at... Starting materials: [Br-], CC(C)c1cc(O)cc(C(C)C)c1, O=C(O)c1cc(Cl)ccc1Cl, [H-], [Na+], Cc1ccccc1C. Product: CC(C)c1cc(Oc2ccc(Cl)cc2C(=O)O)cc(C(C)C)c1. As a reaction SMILES: [Br-:27].[CH:12]([CH3:13])([CH3:14])[c:15]1[cH:16][c:17]([OH:24])[cH:18][c:19]([CH:21]([CH3:22])[CH3:23])[cH:20]1.[Cl:1][c:2]1[c:3]([C:4](=[O:5])[OH:6])[cH:7][c:8]([Cl:11])[cH:9][cH:10]1.[H-:25].[Na+:26].[c:28]1([CH3:29])[c:30]([CH3:31])[cH:32][cH:33][cH:34][cH:35]1>>[c:2]1([O:24][c:17]2[cH:16][c:15]([CH:12]([CH3:13])[CH3:14])[cH:20][c:19]([CH:21]([CH3:22])[CH3:23])[cH:18]2)[c:3]([C:4](=[O:5])[OH:6])[cH:7][c:8]([Cl:11])[cH:9][cH:10]1. Starting materials: O=C(NC1CCNCC1)c1ccccc1, O=C(CCCl)c1ccc2c(c1)OCCO2. The product is O=C(CCN1CCC(NC(=O)c2ccccc2)CC1)c1ccc2c(c1)OCCO2, Cl. RXN SMILES: [C:1]([c:2]1[cH:3][cH:4][cH:5][cH:6][cH:7]1)(=[O:8])[NH:9][CH:10]1[CH2:11][CH2:12][NH:13][CH2:14][CH2:15]1.[Cl:16][CH2:17][CH2:18][C:19](=[O:20])[c:21]1[cH:22][c:23]2[c:24]([cH:29][cH:30]1)[O:25][CH2:26][CH2:27][O:28]2>>[C:1]([c:2]1[cH:3][cH:4][cH:5][cH:6][cH:7]1)(=[O:8])[NH:9][CH:10]1[CH2:11][CH2:12][N:13]([CH2:17][CH2:18][C:19](=[O:20])[c:21]2[cH:22][c:23]3[c:24]([cH:29][cH:30]2)[O:25][CH2:26][CH2:27][O:28]3)[CH2:14][CH2:15]1.[ClH:16]. The product is FC(COC(=O)N1[C@H](C[C@H](C2=CC(=C(C=C12)OC)OC)N(C(=O)OCC)CC1=CC=CC=C1)C)(F)F (cis-4-(Benzyl-ethoxycarbonyl-amino)-6,7-dimethoxy-2-methyl-3,4-dihydro-2H-quinoline-1carboxylic acid 2,2,2-trifluoro-ethyl Ester). Starting materials: C(C)OC(N(C1CC(N(C2=CC(=C(C=C12)OC)OC)C(=O)Cl)C)CC1=CC=CC=C1)=O (benzyl-(1-chlorocarbonyl-6,7-dimethoxy-2-methyl-1,2,3,4-tetrahydro-quinolin-4-yl)-carbamic acid ethyl ester), FC(CO)(F)F (2,2,2-trifluoroethanol), [H-].[Na+] (sodium hydride). As a reaction SMILES: [CH2:1]([O:3][C:4](=[O:31])[N:5]([CH2:24][C:25]1[CH:30]=[CH:29][CH:28]=[CH:27][CH:26]=1)[CH:6]1[C:15]2[C:10](=[CH:11][C:12]([O:18][CH3:19])=[C:13]([O:16][CH3:17])[CH:14]=2)[N:9]([C:20](Cl)=[O:21])[CH:8]([CH3:23])[CH2:7]1)[CH3:2].[F:32][C:33]([F:37])([F:36])[CH2:34][OH:35].[H-].[Na+]>O1CCOCC1>[F:32][C:33]([F:37])([F:36])[CH2:34][O:35][C:20]([N:9]1[C:10]2[C:15](=[CH:14][C:13]([O:16][CH3:17])=[C:12]([O:18][CH3:19])[CH:11]=2)[C@H:6]([N:5]([CH2:24][C:25]2[CH:26]=[CH:27][CH:28]=[CH:29][CH:30]=2)[C:4]([O:3][CH2:1][CH3:2])=[O:31])[CH2:7][C@@H:8]1[CH3:23])=[O:21] |f:2.3|. The solvent is O1CCOCC1 (dioxane). Procedure: A solution of benzyl-(1-chlorocarbonyl-6,7-dimethoxy-2-methyl-1,2,3,4-tetrahydro-quinolin-4-yl)-carbamic acid ethyl ester (Example 107A) (24 mg, 0.054 mmol), 2,2,2-trifluoroethanol (0.10 mL, 1.4 mmol), and sodium hydride (56 mg, 60% dispersion in mineral oil, 1.4 mmol) in anhydrous dioxane (1 mL) was stirred at room temperature overnight. The reaction mixture was quenched with 10 mL of water and extracted with ethyl acetate (3×15 mL). The combined organic phases were washed with 10 ml of brine, ... Yield: 156.0%. Starting materials: ClC(Cl)Cl, OCc1ccc(CF)cn1. Reaction SMILES: [CH:11]([Cl:12])([Cl:13])[Cl:14].[F:1][CH2:2][c:3]1[cH:4][cH:5][c:6]([CH2:9][OH:10])[n:7][cH:8]1>>[F:1][CH2:2][c:3]1[cH:4][cH:5][c:6]([CH:9]=[O:10])[n:7][cH:8]1. Yields the product O=Cc1ccc(CF)cn1.